From a dataset of the Open Reaction Database (ORD), a public repository of structured organic reaction records. describe an organic reaction: reactants, conditions, products, and yield Reactants: CN(C)C=O (DMF), BrC1=CC=C(C=C1)S(=O)(=O)NC(C)(C)C (4-bromo-N-tert-butyl-benzenesulfonamide), IC (iodomethane), C(=O)([O-])[O-].[K+].[K+] (K2CO3). The solvent is C(C)(=O)OCC (ethyl acetate), O (Water). Reaction conditions: time 8 hour. The product is BrC1=CC=C(C=C1)S(=O)(=O)N(C)C(C)(C)C (4-bromo-N-tert-butyl-N-methyl-benzenesulfonamide). The yield is 97.0%. RXN SMILES: [CH3:1]N(C=O)C.[Br:6][C:7]1[CH:12]=[CH:11][C:10]([S:13]([NH:16][C:17]([CH3:20])([CH3:19])[CH3:18])(=[O:15])=[O:14])=[CH:9][CH:8]=1.IC.C([O-])([O-])=O.[K+].[K+]>C(OCC)(=O)C.O>[Br:6][C:7]1[CH:8]=[CH:9][C:10]([S:13]([N:16]([C:17]([CH3:20])([CH3:19])[CH3:18])[CH3:1])(=[O:15])=[O:14])=[CH:11][CH:12]=1 |f:3.4.5|. Procedure: Procedure R′: A 15 mL DMF mixture of 4-bromo-N-tert-butyl-benzenesulfonamide (1022 mg, 3.5 mmol), iodomethane (0.44 mL, 7 mmol), and K2CO3 (987 mg, 7 mmol) is stirred at room temperature overnight. Water and ethyl acetate are added to the mixture. The aqueous layer is extracted several times with ethyl acetate. The combined organic layers are washed with H2O and brine, then dried over Na2SO4 and evaporated. The crude product is purified by silica-gel column chromatography (gradient: 100% CH2Cl2 ... Reaction SMILES: [C:1]([CH3:2])([CH3:3])([CH3:4])[O:5][C:6](=[O:7])[NH:8][CH2:9][c:10]1[n:11]([CH2:38][CH:39]([CH3:40])[CH3:41])[c:12](=[O:37])[c:13]2[cH:14][cH:15][c:16](-[c:26]3[s:27][c:28]([C:32](=[O:33])[O:34][CH2:35][CH3:36])[c:29]([CH3:31])[n:30]3)[cH:17][c:18]2[c:19]1-[c:20]1[cH:21][cH:22][cH:23][cH:24][cH:25]1.[CH3:51][CH2:52][OH:53].[ClH:45].[Na+:43].[O:46]1[CH2:47][CH2:48][CH2:49][CH2:50]1.[OH-:42].[OH2:44]>>[C:1]([CH3:2])([CH3:3])([CH3:4])[O:5][C:6](=[O:7])[NH:8][CH2:9][c:10]1[n:11]([CH2:38][CH:39]([CH3:40])[CH3:41])[c:12](=[O:37])[c:13]2[cH:14][cH:15][c:16](-[c:26]3[s:27][c:28]([C:32](=[O:33])[OH:34])[c:29]([CH3:31])[n:30]3)[cH:17][c:18]2[c:19]1-[c:20]1[cH:21][cH:22][cH:23][cH:24][cH:25]1. Product: Cc1nc(-c2ccc3c(=O)n(CC(C)C)c(CNC(=O)OC(C)(C)C)c(-c4ccccc4)c3c2)sc1C(=O)O. Reactants: CCOC(=O)c1sc(-c2ccc3c(=O)n(CC(C)C)c(CNC(=O)OC(C)(C)C)c(-c4ccccc4)c3c2)nc1C, CCO, Cl, [Na+], C1CCOC1, [OH-], O.